Dataset: the Open Reaction Database (ORD), a public repository of structured organic reaction records. Task: describe an organic reaction: reactants, conditions, products, and yield The reactants are N1CCOCCOCCOCCOCCOCCOCC1 (1 -aza-4,7,10,13,16,19-hexaoxacycloheneicosane), C(C(C)(C)C)(=O)Cl (pivalyl chloride). Product: C(C)(C)(C)C(=O)N1CCOCCOCCOCCOCCOCCOCC1 (1-(Tert.-butylcarbonyl)-1-aza-4,7,10,13,16,19-hexaoxacycloheneicosane). Reaction SMILES: [NH:1]1[CH2:21][CH2:20][O:19][CH2:18][CH2:17][O:16][CH2:15][CH2:14][O:13][CH2:12][CH2:11][O:10][CH2:9][CH2:8][O:7][CH2:6][CH2:5][O:4][CH2:3][CH2:2]1.[C:22](Cl)(=[O:27])[C:23]([CH3:26])([CH3:25])[CH3:24]>>[C:23]([C:22]([N:1]1[CH2:21][CH2:20][O:19][CH2:18][CH2:17][O:16][CH2:15][CH2:14][O:13][CH2:12][CH2:11][O:10][CH2:9][CH2:8][O:7][CH2:6][CH2:5][O:4][CH2:3][CH2:2]1)=[O:27])([CH3:26])([CH3:25])[CH3:24]. Procedure: Analogously to Example 14 from 1 -aza-4,7,10,13,16,19-hexaoxacycloheneicosane and pivalyl chloride.